Dataset: the Open Reaction Database (ORD), a public repository of structured organic reaction records. Task: describe an organic reaction: reactants, conditions, products, and yield The product is COc1ccc(CBr)cc1[N+](=O)[O-]. As a reaction SMILES: [CH3:5][O:6][c:7]1[c:8]([N+:15](=[O:16])[O-:17])[cH:9][c:10]([CH2:13][OH:14])[cH:11][cH:12]1.[OH2:18].[P:1]([Br:2])([Br:3])[Br:4]>>[Br:2][CH2:13][c:10]1[cH:9][c:8]([N+:15](=[O:16])[O-:17])[c:7]([O:6][CH3:5])[cH:12][cH:11]1. Starting materials: COc1ccc(CO)cc1[N+](=O)[O-], O, BrP(Br)Br. Starting materials: Nc1ncc(-c2ccc(C(=O)O)cc2)nc1OCc1cccc(F)c1C(F)(F)F, NCCN1CCOCC1. Product: Nc1ncc(-c2ccc(C(=O)NCCN3CCOCC3)cc2)nc1OCc1cccc(F)c1C(F)(F)F. As a reaction SMILES: [NH2:1][c:2]1[n:3][cH:4][c:5](-[c:21]2[cH:22][cH:23][c:24]([C:25](=[O:26])[OH:27])[cH:28][cH:29]2)[n:6][c:7]1[O:8][CH2:9][c:10]1[c:11]([C:17]([F:18])([F:19])[F:20])[c:12]([F:16])[cH:13][cH:14][cH:15]1.[O:30]1[CH2:31][CH2:32][N:33]([CH2:36][CH2:37][NH2:38])[CH2:34][CH2:35]1>>[NH2:1][c:2]1[n:3][cH:4][c:5](-[c:21]2[cH:22][cH:23][c:24]([C:25](=[O:26])[NH:38][CH2:37][CH2:36][N:33]3[CH2:32][CH2:31][O:30][CH2:35][CH2:34]3)[cH:28][cH:29]2)[n:6][c:7]1[O:8][CH2:9][c:10]1[c:11]([C:17]([F:18])([F:19])[F:20])[c:12]([F:16])[cH:13][cH:14][cH:15]1.